This data is from the Open Reaction Database (ORD), a public repository of structured organic reaction records. The task is: describe an organic reaction: reactants, conditions, products, and yield As a reaction SMILES: [Cl:1][c:2]1[n:3][c:4]([O:13][CH3:14])[c:5]([Cl:12])[cH:6][c:7]1[C:8]([F:9])([F:10])[F:11].[NH3:15]>>[Cl:1][c:2]1[n:3][c:4]([NH2:15])[c:5]([Cl:12])[cH:6][c:7]1[C:8]([F:9])([F:10])[F:11]. Starting materials: COc1nc(Cl)c(C(F)(F)F)cc1Cl, N. The product is Nc1nc(Cl)c(C(F)(F)F)cc1Cl. The reactants are S(O)(O)(=O)=O (Sulfuric acid), Cl.ClC1=CC=C(C=C1)NN (4-chlorophenylhydrazine hydrochloride), CN1C(CCCC1)=O (N-methyl piperidone). Solvent: O1CCOCC1 (dioxane). Run at time 5 minute. Product: ClC1=CC=2C3=C(NC2C=C1)CCN(C3)C (8-Chloro-2-methyl-2,3,4,5-tetrahydro-1H-pyrido[4,3-b]indole). As a reaction SMILES: S(=O)(=O)(O)O.Cl.[Cl:7][C:8]1[CH:13]=[CH:12][C:11]([NH:14]N)=[CH:10][CH:9]=1.[CH3:16][N:17]1[CH2:22][CH2:21][CH2:20][CH2:19][C:18]1=O>O1CCOCC1>[Cl:7][C:8]1[CH:13]=[CH:12][C:11]2[NH:14][C:20]3[CH2:21][CH2:22][N:17]([CH3:16])[CH2:18][C:19]=3[C:10]=2[CH:9]=1 |f:1.2|. Procedure: Sulfuric acid (3.5 mL) was added to a solution of 4-chlorophenylhydrazine hydrochloride (2.0 g, 11.2 mmol) in dioxane (50 mL), and stirred for 5 min. at RT. N-methyl piperidone (0.76-1.4 equiv.) was added and the mixture was heated at 80° C. for 2 h. After reaction completion as determined by thin layer chromatography (TLC), the reaction mixture was concentrated to approximately 20 mL under reduced pressure and basified to pH 10 using a 10% aqueous KOH solution. The reaction product was extracte... Starting materials: CC(=O)OC(C)=O, CN1Cc2c(C=NO)ncn2-c2ccccc2C1=O. RXN SMILES: [C:20]([O:21][C:22](=[O:23])[CH3:24])(=[O:25])[CH3:26].[CH3:1][N:2]1[CH2:3][c:4]2[n:5]([cH:14][n:15][c:16]2[CH:17]=[N:18][OH:19])-[c:6]2[c:7]([cH:10][cH:11][cH:12][cH:13]2)[C:8]1=[O:9]>>[CH3:1][N:2]1[CH2:3][c:4]2[n:5]([cH:14][n:15][c:16]2[C:17]#[N:18])-[c:6]2[c:7]([cH:10][cH:11][cH:12][cH:13]2)[C:8]1=[O:9]. Yields the product CN1Cc2c(C#N)ncn2-c2ccccc2C1=O. Reactants: CC(=O)O, O=Cc1cccc(C2CCCC2)c1, ClCCCl, Nc1cccc(Oc2ccccc2)c1, O. Product: c1ccc(Oc2cccc(NCc3cccc(C4CCCC4)c3)c2)cc1. Reaction SMILES: [CH3:32][C:33](=[O:34])[OH:35].[CH:5]1([c:10]2[cH:11][c:12]([CH:13]=[O:14])[cH:15][cH:16][cH:17]2)[CH2:6][CH2:7][CH2:8][CH2:9]1.[Cl:1][CH2:2][CH2:3][Cl:4].[O:18]([c:19]1[cH:20][cH:21][cH:22][cH:23][cH:24]1)[c:25]1[cH:26][c:27]([NH2:28])[cH:29][cH:30][cH:31]1.[OH2:36]>>[CH:5]1([c:10]2[cH:11][c:12]([CH2:13][NH:28][c:27]3[cH:26][c:25]([O:18][c:19]4[cH:20][cH:21][cH:22][cH:23][cH:24]4)[cH:31][cH:30][cH:29]3)[cH:15][cH:16][cH:17]2)[CH2:6][CH2:7][CH2:8][CH2:9]1. Reactants: CC1=NN(C=C1C(=O)O)CCC1=CC=CC=C1 (3-methyl-1-(2-phenylethyl)pyrazole-4-carboxylic acid), NC=1C=CC(=C(C#N)C1)N1CCC(CC1)N1CCOCC1 (5-amino-2-(4-morpholinopiperidin-1-yl)benzonitrile). Product: C(#N)C=1C=C(C=CC1N1CCC(CC1)N1CCOCC1)NC(=O)C=1C(=NN(C1)CCC1=CC=CC=C1)C (N-[3-Cyano-4-(4-morpholinopiperidin-1-yl) phenyl]-3-methyl-1-(2-phenylethyl) pyrazole-4-carboxamide). Yield: 57.7%. Reaction SMILES: [CH3:1][C:2]1[C:6]([C:7]([OH:9])=O)=[CH:5][N:4]([CH2:10][CH2:11][C:12]2[CH:17]=[CH:16][CH:15]=[CH:14][CH:13]=2)[N:3]=1.[NH2:18][C:19]1[CH:20]=[CH:21][C:22]([N:27]2[CH2:32][CH2:31][CH:30]([N:33]3[CH2:38][CH2:37][O:36][CH2:35][CH2:34]3)[CH2:29][CH2:28]2)=[C:23]([CH:26]=1)[C:24]#[N:25]>>[C:24]([C:23]1[CH:26]=[C:19]([NH:18][C:7]([C:6]2[C:2]([CH3:1])=[N:3][N:4]([CH2:10][CH2:11][C:12]3[CH:17]=[CH:16][CH:15]=[CH:14][CH:13]=3)[CH:5]=2)=[O:9])[CH:20]=[CH:21][C:22]=1[N:27]1[CH2:32][CH2:31][CH:30]([N:33]2[CH2:34][CH2:35][O:36][CH2:37][CH2:38]2)[CH2:29][CH2:28]1)#[N:25]. Reported procedure: By the reaction and treatment in the same manner as in Example 64 using 3-methyl-1-(2-phenylethyl)pyrazole-4-carboxylic acid (0.64 g) and 5-amino-2-(4-morpholinopiperidin-1-yl)benzonitrile (0.8 g), the title compound (0.8 g) was obtained, melting point: 188° C.